Dataset: the Open Reaction Database (ORD), a public repository of structured organic reaction records. Task: describe an organic reaction: reactants, conditions, products, and yield Reactants: NC1=C(C(=NN1C(=O)OC(C)(C)C)C1=CC=C(OCC2=CC=C(C=C2)C2=C(N=C(S2)N2CC3=C(C=CC=C3CC2)C(N(COCC[Si](C)(C)C)C=2SC3=C(N2)C=CC=C3)=O)C(=O)OCC)C=C1)C#N (ethyl 5-(4-((4-(5-amino-1-(tert-butoxycarbonyl)-4-cyano-1H-pyrazol-3-yl)phenoxy)methyl)phenyl)-2-(8-(benzo[d]thiazol-2-yl((2-(trimethylsilyl)ethoxy)methyl)carbamoyl)-3,4-dihydroisoquinolin-2(1H)-yl)thiazole-4-carboxylate), NC1=C(C(=NN1C(=O)OC(C)(C)C)C1=CC(=CC=C1)O)C#N (tert-butyl 5-amino-4-cyano-3-(3-hydroxyphenyl)-1H-pyrazole-1-carboxylate), NC1=C(C(=NN1C(=O)OC(C)(C)C)C1=CC=C(C=C1)O)C#N (tert-butyl 5-amino-4-cyano-3-(4-hydroxyphenyl)-1H-pyrazole-1-carboxylate), S1C(=NC2=C1C=CC=C2)N(C(=O)C=2C=CC=C1CCN(CC21)C=2SC(=C(N2)C(=O)OCC)C#CCO)COCC[Si](C)(C)C (ethyl 2-(8-(benzo[d]thiazol-2-yl((2-(trimethylsilyl)ethoxy)methyl)carbamoyl)-3,4-dihydroisoquinolin-2(1H)-yl)-5-(3-hydroxyprop-1-ynyl)thiazole-4-carboxylate). Product: NC1=C(C(=NN1C(=O)OC(C)(C)C)C=1C=C(OCC#CC2=C(N=C(S2)N2CC3=C(C=CC=C3CC2)C(N(COCC[Si](C)(C)C)C=2SC3=C(N2)C=CC=C3)=O)C(=O)OCC)C=CC1)C#N (ethyl 5-(3-(3-(5-amino-1-(tert-butoxycarbonyl)-4-cyano-1H-pyrazol-3-yl)phenoxy)prop-1-ynyl)-2-(8-(benzo[d]thiazol-2-yl((2-(trimethylsilyl)ethoxy)methyl)carbamoyl)-3,4-dihydroisoquinolin-2(1H)-yl)thiazole-4-carboxylate). RXN SMILES: [NH2:1][C:2]1[N:6]([C:7]([O:9][C:10]([CH3:13])([CH3:12])[CH3:11])=[O:8])[N:5]=[C:4]([C:14]2[CH:67]=[CH:66][C:17](OCC3C=CC(C4SC(N5CCC6C(=C(C(=O)N(C7SC8C=CC=CC=8N=7)COCC[Si](C)(C)C)C=CC=6)C5)=NC=4C(OCC)=O)=CC=3)=[CH:16][CH:15]=2)[C:3]=1[C:68]#[N:69].NC1N(C(OC(C)(C)C)=O)N=C(C2C=CC(O)=CC=2)C=1C#N.[S:92]1[C:96]2[CH:97]=[CH:98][CH:99]=[CH:100][C:95]=2[N:94]=[C:93]1[N:101]([CH2:128][O:129][CH2:130][CH2:131][Si:132]([CH3:135])([CH3:134])[CH3:133])[C:102]([C:104]1[CH:105]=[CH:106][CH:107]=[C:108]2[C:113]=1[CH2:112][N:111]([C:114]1[S:115][C:116]([C:124]#[C:125][CH2:126][OH:127])=[C:117]([C:119]([O:121][CH2:122][CH3:123])=[O:120])[N:118]=1)[CH2:110][CH2:109]2)=[O:103].NC1N(C(OC(C)(C)C)=O)N=C(C2C=CC=C(O)C=2)C=1C#N>>[NH2:1][C:2]1[N:6]([C:7]([O:9][C:10]([CH3:13])([CH3:12])[CH3:11])=[O:8])[N:5]=[C:4]([C:14]2[CH:15]=[C:16]([CH:17]=[CH:66][CH:67]=2)[O:127][CH2:126][C:125]#[C:124][C:116]2[S:115][C:114]([N:111]3[CH2:110][CH2:109][C:108]4[C:113](=[C:104]([C:102](=[O:103])[N:101]([C:93]5[S:92][C:96]6[CH:97]=[CH:98][CH:99]=[CH:100][C:95]=6[N:94]=5)[CH2:128][O:129][CH2:130][CH2:131][Si:132]([CH3:135])([CH3:133])[CH3:134])[CH:105]=[CH:106][CH:107]=4)[CH2:112]3)=[N:118][C:117]=2[C:119]([O:121][CH2:122][CH3:123])=[O:120])[C:3]=1[C:68]#[N:69]. Procedure: Compound 36C was prepared in a similar manner to the synthesis of compound 35A by substituting compound 34D and compound 31F with compound 36B and compound 36A, respectively as a mixture of two inseparable isomers: MS (ESI(+)): m/z 932 (M+H). The product is CCCCCCCCCCCCCCCCOCC(O)COC(c1ccccc1)(c1ccccc1)c1ccc(OC)cc1. Starting materials: CCCCCCCCCCCCCCCCOCC(O)CO, COc1ccc(C(Cl)(c2ccccc2)c2ccccc2)cc1, C1CCOC1, c1ccncc1. Reaction SMILES: [CH2:1]([CH2:2][CH2:3][CH2:4][CH2:5][CH2:6][CH2:7][CH2:8][CH2:9][CH2:10][CH2:11][CH2:12][CH2:13][CH2:14][CH2:15][CH3:16])[O:17][CH2:18][CH:19]([CH2:20][OH:21])[OH:22].[CH3:23][O:24][c:25]1[cH:26][cH:27][c:28]([C:29]([c:30]2[cH:31][cH:32][cH:33][cH:34][cH:35]2)([c:36]2[cH:37][cH:38][cH:39][cH:40][cH:41]2)[Cl:42])[cH:43][cH:44]1.[O:51]1[CH2:52][CH2:53][CH2:54][CH2:55]1.[cH:45]1[cH:46][cH:47][n:48][cH:49][cH:50]1>>[CH2:1]([CH2:2][CH2:3][CH2:4][CH2:5][CH2:6][CH2:7][CH2:8][CH2:9][CH2:10][CH2:11][CH2:12][CH2:13][CH2:14][CH2:15][CH3:16])[O:17][CH2:18][CH:19]([CH2:20][O:21][C:29]([c:28]1[cH:27][cH:26][c:25]([O:24][CH3:23])[cH:44][cH:43]1)([c:30]1[cH:31][cH:32][cH:33][cH:34][cH:35]1)[c:36]1[cH:37][cH:38][cH:39][cH:40][cH:41]1)[OH:22].